This data is from the Open Reaction Database (ORD), a public repository of structured organic reaction records. The task is: describe an organic reaction: reactants, conditions, products, and yield The reactants are [O-][Cl+3]([O-])([O-])O, O=C1CCC(=O)N1Cl, ClC(Cl)Cl, O, COC(=O)c1ccsc1-c1ccccc1. The product is COC(=O)c1cc(Cl)sc1-c1ccccc1. RXN SMILES: [Cl+3:24]([OH:25])([O-:26])([O-:27])[O-:28].[Cl:16][N:17]1[C:18](=[O:19])[CH2:20][CH2:21][C:22]1=[O:23].[Cl:30][CH:31]([Cl:32])[Cl:33].[OH2:29].[c:1]1(-[c:7]2[s:8][cH:9][cH:10][c:11]2[C:12](=[O:13])[O:14][CH3:15])[cH:2][cH:3][cH:4][cH:5][cH:6]1>>[c:1]1(-[c:7]2[s:8][c:9]([Cl:16])[cH:10][c:11]2[C:12](=[O:13])[O:14][CH3:15])[cH:2][cH:3][cH:4][cH:5][cH:6]1. The reactants are ClC1=C(C(=O)OC(C)C)C=C(C(=C1)F)N=C=O (isopropyl 2-chloro-4-fluoro-5-isocyanatobenzoate), N\C(=C(/C(=O)OCC)\CC)\C (ethyl 3-amino-2-ethylcrotonate). Run in CN(C=O)C (dimethylformamide). The product is ClC1=C(C(=O)OC(C)C)C=C(C(=C1)F)NC(=O)NC(=C(CC)C(=O)OCC)C (isopropyl 2-chloro-4-fluoro-5-{3-[2-(ethoxycarbonyl)-1-methyl-1-butenyl]ureido}-benzoate). RXN SMILES: [Cl:1][C:2]1[CH:13]=[C:12]([F:14])[C:11]([N:15]=[C:16]=[O:17])=[CH:10][C:3]=1[C:4]([O:6][CH:7]([CH3:9])[CH3:8])=[O:5].[NH2:18]/[C:19](/[CH3:28])=[C:20](/[CH2:26][CH3:27])\[C:21]([O:23][CH2:24][CH3:25])=[O:22]>CN(C)C=O>[Cl:1][C:2]1[CH:13]=[C:12]([F:14])[C:11]([NH:15][C:16]([NH:18][C:19]([CH3:28])=[C:20]([C:21]([O:23][CH2:24][CH3:25])=[O:22])[CH2:26][CH3:27])=[O:17])=[CH:10][C:3]=1[C:4]([O:6][CH:7]([CH3:8])[CH3:9])=[O:5]. Procedure details: using isopropyl 2-chloro-4-fluoro-5-isocyanatobenzoate and ethyl 3-amino-2-ethylcrotonate in dimethylformamide there is obtained isopropyl 2-chloro-4-fluoro-5-{3-[2-(ethoxycarbonyl)-1-methyl-1-butenyl]ureido}-benzoate, m.p. 112°-115° C., Reactants: BrC1=NC(=CC=C1OC)I (2-bromo-6-iodo-3-methoxypyridine), [O-]CC.[Na+] (Sodium ethoxide). Solvent: CN(C)C=O (DMF). Run at temperature 100 celsius. The product is C(C)OC1=NC(=CC=C1OC)I (2-Ethoxy-6-iodo-3-methoxypyridine). As a reaction SMILES: Br[C:2]1[C:7]([O:8][CH3:9])=[CH:6][CH:5]=[C:4]([I:10])[N:3]=1.[O-:11][CH2:12][CH3:13].[Na+]>CN(C=O)C>[CH2:12]([O:11][C:2]1[C:7]([O:8][CH3:9])=[CH:6][CH:5]=[C:4]([I:10])[N:3]=1)[CH3:13] |f:1.2|. Procedure: In a microwave vial, 2-bromo-6-iodo-3-methoxypyridine (16-1 or 131-3, 150 mg, 0.48 mmol, 1 equiv) was dissolved in DMF (300 uL). Sodium ethoxide (268 uL, 21 wt % in EtOH, 0.72 mmol, 1.5 equiv) was added to the solution, and the reaction was heated in the microwave for 5 minutes at 100° C. The reaction mixture was partitioned between saturated NaHCO3 and DCM. The organic phase was washed once with brine, dried over Mg2SO4 and concentrated. The residue was purified by normal phase column chromatog...